Task: describe an organic reaction: reactants, conditions, products, and yield. Dataset: the Open Reaction Database (ORD), a public repository of structured organic reaction records Reactants: [I-].[Na+] (Sodium iodide), solution, compound, CC(CC)=O (2-butanone). The product is C(CCCCCCC)C1=CC=C(C=C1)CCI (2-(4-Octylphenyl)ethyl Iodide). Yield: 80.0%. RXN SMILES: [I-:1].[Na+].[CH3:3][C:4](=O)[CH2:5][CH3:6]>>[CH2:3]([C:4]1[CH:3]=[CH:3][C:4]([CH2:5][CH2:6][I:1])=[CH:6][CH:5]=1)[CH2:4][CH2:5][CH2:6][CH2:3][CH2:4][CH2:5][CH3:6] |f:0.1|. Procedure details: Sodium iodide (18.13 g) was added to a solution (500 ml) of the above-mentioned compound (31.5 g) in 2-butanone and the mixture was refluxed under heating for 4 hours. The reaction mixture was concentrated and poured into ice water. The resultant mixture was extracted with ethyl acetate. The ethyl acetate layer was washed with saturated brine and dried over anhydrous magnesium sulfate. The solvent was distilled away and the residue obtained was purified by silica gel column chromatography (eluen...